Dataset: the Open Reaction Database (ORD), a public repository of structured organic reaction records. Task: describe an organic reaction: reactants, conditions, products, and yield As a reaction SMILES: [Cl:1][C:2]1[CH:13]=[CH:12][C:5]2[CH2:6][CH:7]([C:9]([OH:11])=[O:10])[O:8][C:4]=2[C:3]=1[Cl:14].[O:15]1[CH:19]=[CH:18][CH:17]=[C:16]1[C:20](Cl)=[O:21].[Cl-].[Al+3].[Cl-].[Cl-]>C(Cl)Cl>[Cl:1][C:2]1[C:13]([C:20]([C:16]2[O:15][CH:19]=[CH:18][CH:17]=2)=[O:21])=[CH:12][C:5]2[CH2:6][CH:7]([C:9]([OH:11])=[O:10])[O:8][C:4]=2[C:3]=1[Cl:14] |f:2.3.4.5|. Solvent: C(Cl)Cl (methylene chloride). Yields the product ClC1=C(C2=C(CC(O2)C(=O)O)C=C1C(=O)C=1OC=CC1)Cl ((±)6,7-Dichloro-2,3-dihydro-5-(2-furoyl)benzofuran-2-carboxylic acid). Procedure: To a well stirred mixture of 6,7-dichloro-2,3-dihydro-benzofuran-2-carboxylic acid (3.3 g.), furan-2-carbonyl-chloride (3.6 g.) and 200 ml methylene chloride, protected from the atmosphere with a calcium chloride tube is added anhydrous aluminum chloride (3.7 g.) over an one-half hour period. The reaction solution is stirred 18 hours at 25° C. and then refluxed for 1 hour. The solvent is removed and the residue added to ice water (200 ml.) and hydrochloric acid (20 ml.). The product is extracted... The reactants are ClC1=C(C2=C(CC(O2)C(=O)O)C=C1)Cl (6,7-dichloro-2,3-dihydro-benzofuran-2-carboxylic acid), O1C(=CC=C1)C(=O)Cl (furan-2-carbonyl-chloride), [Cl-].[Al+3].[Cl-].[Cl-] (aluminum chloride). Reaction SMILES: [OH:1][CH2:2][C:3]([C:5]1[N:6]=[CH:7][N:8]2[CH:12]=[CH:11][S:10][C:9]=12)=[O:4].N1C=CN=C1.[Si:18](Cl)([C:21]([CH3:24])([CH3:23])[CH3:22])([CH3:20])[CH3:19]>CN(C=O)C.[Cl-].[Na+].O>[Si:18]([O:1][CH2:2][C:3]([C:5]1[N:6]=[CH:7][N:8]2[CH:12]=[CH:11][S:10][C:9]=12)=[O:4])([C:21]([CH3:24])([CH3:23])[CH3:22])([CH3:20])[CH3:19] |f:4.5.6|. Reactants: N1C=NC=C1 (Imidazole), [Si](C)(C)(C(C)(C)C)Cl (t-butyldimethylsilyl chloride), OCC(=O)C=1N=CN2C1SC=C2 (7-Hydroxyacetylimidazo[5,1-b]thiazole). Yields the product [Si](C)(C)(C(C)(C)C)OCC(=O)C=1N=CN2C1SC=C2 (7-t-butyldimethylsilyloxyacetylimidazo[5,1-b]thiazole). Isolated yield 94.8%. The solvent is [Cl-].[Na+].O (Brine), CN(C)C=O (DMF). Procedure details: 7-Hydroxyacetylimidazo[5,1-b]thiazole (1.42 g) was dissolved in 10 ml of DMF. Imidazole (847 mg) and 1.77 g of t-butyldimethylsilyl chloride were added to the solution in an argon atmosphere. The mixture was stirred at room temperature for 24 hr. Brine was added to the reaction solution, followed by extraction twice with ethyl acetate. The organic layers were combined together, washed with brine, dried over anhydrous magnesium sulfate, and then filtered. The solvent was removed by distillation u... Reaction conditions: time 24 hour. The reactants are O=C(O)c1ccc(-c2cnc3c(c2)N(Cc2cc(Cl)ccc2C(F)(F)F)CCN3)cc1, NCC(c1ccccc1)c1ccccc1. Yields the product O=C(NCC(c1ccccc1)c1ccccc1)c1ccc(-c2cnc3c(c2)N(Cc2cc(Cl)ccc2C(F)(F)F)CCN3)cc1. Reaction SMILES: [Cl:1][c:2]1[cH:3][cH:4][c:5]([C:28]([F:29])([F:30])[F:31])[c:6]([CH2:7][N:8]2[c:9]3[c:10]([n:14][cH:15][c:16](-[c:18]4[cH:19][cH:20][c:21]([C:22](=[O:23])[OH:24])[cH:25][cH:26]4)[cH:17]3)[NH:11][CH2:12][CH2:13]2)[cH:27]1.[c:32]1([CH:38]([CH2:39][NH2:40])[c:41]2[cH:42][cH:43][cH:44][cH:45][cH:46]2)[cH:33][cH:34][cH:35][cH:36][cH:37]1>>[Cl:1][c:2]1[cH:3][cH:4][c:5]([C:28]([F:29])([F:30])[F:31])[c:6]([CH2:7][N:8]2[c:9]3[c:10]([n:14][cH:15][c:16](-[c:18]4[cH:19][cH:20][c:21]([C:22](=[O:24])[NH:40][CH2:39][CH:38]([c:32]5[cH:33][cH:34][cH:35][cH:36][cH:37]5)[c:41]5[cH:42][cH:43][cH:44][cH:45][cH:46]5)[cH:25][cH:26]4)[cH:17]3)[NH:11][CH2:12][CH2:13]2)[cH:27]1.